From a dataset of the Open Reaction Database (ORD), a public repository of structured organic reaction records. describe an organic reaction: reactants, conditions, products, and yield Reactants: C(C1=CC=CC=C1)OC(=O)N1CCN(CCC1)N=O (1-benzyloxycarbonyl-4-nitrosohomopiperazine). Reagents/catalysts: [Zn] (zinc). Run in O (water), C(C)(=O)O (acetic acid). Run at temperature 55 celsius, time 1 hour. Product: NN1CCN(CCC1)C(=O)OCC1=CC=CC=C1 (1-amino-4-benzyloxycarbonylhomopiperazine). Yield: 72.9%. As a reaction SMILES: [CH2:1]([O:8][C:9]([N:11]1[CH2:17][CH2:16][CH2:15][N:14]([N:18]=O)[CH2:13][CH2:12]1)=[O:10])[C:2]1[CH:7]=[CH:6][CH:5]=[CH:4][CH:3]=1>O.C(O)(=O)C.[Zn]>[NH2:18][N:14]1[CH2:15][CH2:16][CH2:17][N:11]([C:9]([O:8][CH2:1][C:2]2[CH:7]=[CH:6][CH:5]=[CH:4][CH:3]=2)=[O:10])[CH2:12][CH2:13]1. Procedure details: To a mixture of 1-benzyloxycarbonyl-4-nitrosohomopiperazine (1.0 g) in water (2.0 ml) and acetic acid (1.09 ml) was added zinc powder (745 mg) at 8-13° C. (exothermic reaction) with ice-water cooling bath. After removal of the bath, the temperature was raised till 55° C. and the reaction mixture was additionally stirred at 30-40° C. for 1 hour. Acetic acid (1.09 ml) and zinc powder (745 mg) was added to the reaction mixture and stirred at 40° for 1 hour. After cooling, zinc residue was filtered ... Reactants: COC1=C(C=C(C(=O)OCC)C=C1)C(=O)[O-] (1-ethyl 4-methoxyisophthalate), C(C(=O)Cl)(=O)Cl (oxalyl chloride), solution, FC(OC1=CC=C(N)C=C1)(F)F (4-trifluoromethoxyaniline), C(C)(C)N(C(C)C)CC (N,N-diisopropylethylamine). The solvent is ClCCl (dichloromethane), CN(C=O)C (N,N-dimethylformamide), ClCCl (dichloromethane), ClCCl (dichloromethane). Reaction conditions: temperature 0 celsius, time 20 minute. The product is FC(OC1=CC=C(C=C1)NC(C=1C=C(C(=O)OCC)C=CC1OC)=O)(F)F (ethyl N-(4-trifluoromethoxyphenyl)-4-methoxyisophthalamate). Yield: 86.9%. RXN SMILES: [CH3:1][O:2][C:3]1[CH:13]=[CH:12][C:6]([C:7]([O:9][CH2:10][CH3:11])=[O:8])=[CH:5][C:4]=1[C:14]([O-:16])=O.C(Cl)(=O)C(Cl)=O.[F:23][C:24]([F:34])([F:33])[O:25][C:26]1[CH:32]=[CH:31][C:29]([NH2:30])=[CH:28][CH:27]=1.C(N(CC)C(C)C)(C)C>ClCCl.CN(C)C=O>[F:23][C:24]([F:33])([F:34])[O:25][C:26]1[CH:27]=[CH:28][C:29]([NH:30][C:14](=[O:16])[C:4]2[CH:5]=[C:6]([CH:12]=[CH:13][C:3]=2[O:2][CH3:1])[C:7]([O:9][CH2:10][CH3:11])=[O:8])=[CH:31][CH:32]=1. Procedure details: 1-Ethyl 4-methoxyisophthalate (150 mg) obtained in step D, and 3 μL of N,N-dimethylformamide were dissolved in 10 mL of dichloromethane, and the solution was cooled to 0° C. To this solution, 88 μL of oxalyl chloride was added little by little, and the mixture was stirred for 20 minutes at 0° C., followed by stirring the mixture for 16 hours at room temperature. The reaction mixture was distilled under reduced pressure, and dried to obtain a light yellow solid. This solid was dissolved in 9 mL o...